The task is: describe an organic reaction: reactants, conditions, products, and yield. This data is from the Open Reaction Database (ORD), a public repository of structured organic reaction records. The reactants are CC(=O)N1c2ccc(N)cc2C(C)(c2ccccc2)CC1(C)C, CCN(C(C)C)C(C)C, C1CCOC1, O=C(Cl)c1ccco1. Yields the product CC(=O)N1c2ccc(NC(=O)c3ccco3)cc2C(C)(c2ccccc2)CC1(C)C. Reaction SMILES: [C:1]([CH3:2])(=[O:3])[N:4]1[C:5]([CH3:22])([CH3:23])[CH2:6][C:7]([CH3:15])([c:16]2[cH:17][cH:18][cH:19][cH:20][cH:21]2)[c:8]2[cH:9][c:10]([NH2:14])[cH:11][cH:12][c:13]21.[CH:32]([N:33]([CH2:34][CH3:35])[CH:36]([CH3:37])[CH3:38])([CH3:39])[CH3:40].[O:41]1[CH2:42][CH2:43][CH2:44][CH2:45]1.[o:24]1[c:25]([C:29](=[O:30])[Cl:31])[cH:26][cH:27][cH:28]1>>[C:1]([CH3:2])(=[O:3])[N:4]1[C:5]([CH3:22])([CH3:23])[CH2:6][C:7]([CH3:15])([c:16]2[cH:17][cH:18][cH:19][cH:20][cH:21]2)[c:8]2[cH:9][c:10]([NH:14][C:29]([c:25]3[o:24][cH:28][cH:27][cH:26]3)=[O:30])[cH:11][cH:12][c:13]21. The reactants are ClC1=C2C=CC=NC2=C(C(=C1)C(C)=O)N1CC(CCC1)F (1-[5-chloro-8-(3-fluoropiperidin-1-yl)quinolin-7-yl]ethanone), C(C)(=O)[O-].[NH4+] (ammonium acetate), C(#N)[BH3-].[Na+] (sodium cyanoborohydride), O1CCCC1 (tetrahydrofuran). The solvent is CO (methanol), C(C)#N (acetonitrile). Reaction conditions: temperature 65 celsius. Yields the product ClC1=C2C=CC=NC2=C(C(=C1)C(C)N)N1CC(CCC1)F (1-[5-Chloro-8-(3-fluoropiperidin-1-yl)quinolin-7-yl]ethanamine). As a reaction SMILES: [Cl:1][C:2]1[CH:11]=[C:10]([C:12](=O)[CH3:13])[C:9]([N:15]2[CH2:20][CH2:19][CH2:18][CH:17]([F:21])[CH2:16]2)=[C:8]2[C:3]=1[CH:4]=[CH:5][CH:6]=[N:7]2.C([O-])(=O)C.[NH4+].C([BH3-])#[N:28].[Na+].O1CCCC1>CO.C(#N)C>[Cl:1][C:2]1[CH:11]=[C:10]([CH:12]([NH2:28])[CH3:13])[C:9]([N:15]2[CH2:20][CH2:19][CH2:18][CH:17]([F:21])[CH2:16]2)=[C:8]2[C:3]=1[CH:4]=[CH:5][CH:6]=[N:7]2 |f:1.2,3.4|. Procedure: A mixture of 1-[5-chloro-8-(3-fluoropiperidin-1-yl)quinolin-7-yl]ethanone (0.0287 g, 0.0936 mmol) and ammonium acetate (0.0721 g, 0.936 mmol) in methanol (1.0 mL) and acetonitrile (1.0 mL) was heated at 65° C. in a sealed tube for 1 hour. After cooling to room temperature, to the resulting mixture was added 1.0 M sodium cyanoborohydride in tetrahydrofuran (0.234 mL, 0.234 mmol). The reaction was heated at 65° C. overnight. The mixture was cooled to room temperature, quenched with sat. NaHCO3 sol... Starting materials: S1(=O)(=O)CCCC1 (sulfolane), C(CCC)[Li] (n-butyllithium), C(C#C)Br (propargyl bromide). Run in C1CCOC1 (THF), C1CCOC1 (THF). Run at temperature -78 celsius, time 20 minute. Yields the product C(C#C)C1S(CCC1)(=O)=O (2-Prop-2-ynyl-tetrahydrothiophene 1,1-dioxide). As a reaction SMILES: [S:1]1([CH2:7][CH2:6][CH2:5][CH2:4]1)(=[O:3])=[O:2].[CH2:8]([Li])[CH2:9][CH2:10]C.C(Br)C#C>C1COCC1>[CH2:10]([CH:4]1[CH2:5][CH2:6][CH2:7][S:1]1(=[O:3])=[O:2])[C:9]#[CH:8]. Procedure: To a solution of sulfolane (1.0 g, 8.32 mmol) in THF (5 mL) at −78° C. is added n-butyllithium (5.7 mL of 1.6 M in hexane, 9.1 mmol) dropwise and the solution is stirred at −78° C. for 20 min. To this is added a solution of propargyl bromide (992 mg, 8.34 mmol) in THF (5 mL) dropwise and the mixture is allowed to warm to RT overnight. The mixture is quenched with 1N HCl and extracted with EtOAc. The organic phase is dried over magnesium sulfate and the solvent removed under reduced pressure. The... Starting materials: 24h, O (water), C(C)(=O)OCC1=CC=C(C=C1)C1=C(C=CC=C1)C1=NN=NN1C(C1=CC=CC=C1)(C1=CC=CC=C1)C1=CC=CC=C1 (4-(acetoxymethyl)-2'-(1-triphenylmethyltetrazol-5-yl)biphenyl), 0.5h, [H-].[H-].[H-].[H-].[Li+].[Al+3] (LiAlH4), [H-].[H-].[H-].[H-].[Li+].[Al+3] (LiAlH4). Solvent: C1CCOC1 (THF), C1CCOC1 (THF). Yields the product OCC1=CC=C(C=C1)C1=C(C=CC=C1)C1=NN=NN1C(C1=CC=CC=C1)(C1=CC=CC=C1)C1=CC=CC=C1 (4-(Hydroxymethyl)-2'-(1-triphenylmethyltetrazol-5-yl)biphenyl). Yield: 83.0%. Reaction SMILES: C([O:4][CH2:5][C:6]1[CH:11]=[CH:10][C:9]([C:12]2[CH:17]=[CH:16][CH:15]=[CH:14][C:13]=2[C:18]2[N:22]([C:23]([C:36]3[CH:41]=[CH:40][CH:39]=[CH:38][CH:37]=3)([C:30]3[CH:35]=[CH:34][CH:33]=[CH:32][CH:31]=3)[C:24]3[CH:29]=[CH:28][CH:27]=[CH:26][CH:25]=3)[N:21]=[N:20][N:19]=2)=[CH:8][CH:7]=1)(=O)C.[H-].[H-].[H-].[H-].[Li+].[Al+3].O>C1COCC1>[OH:4][CH2:5][C:6]1[CH:11]=[CH:10][C:9]([C:12]2[CH:17]=[CH:16][CH:15]=[CH:14][C:13]=2[C:18]2[N:22]([C:23]([C:36]3[CH:37]=[CH:38][CH:39]=[CH:40][CH:41]=3)([C:30]3[CH:31]=[CH:32][CH:33]=[CH:34][CH:35]=3)[C:24]3[CH:29]=[CH:28][CH:27]=[CH:26][CH:25]=3)[N:21]=[N:20][N:19]=2)=[CH:8][CH:7]=1 |f:1.2.3.4.5.6|. Procedure details: 3.4 g of 4-(acetoxymethyl)-2'-(1-triphenylmethyltetrazol-5-yl)biphenyl dissolved in 30 ml of anhydrous THF, are dropped during 0.5h into a suspension of 0.5 g of LiAlH4 in 20 ml of anhydrous THF at 0° C. The mixture is stirred for 24h at 0° C., then a stoichiometric amount of water is added to decompose LiAlH4 and the precipitated salts are filtered off. The solution is evaporated and the residue is triturated with an hexane:ethyl acetate mixture (9:1). Upon filtration and drying, 2.6 g of a whi... Procedure details: The acid fluoride, C3F7OCF(CF3)CF2OC(CF3)2COF, (4.51 g, 8.20 mmol) was reacted with ammonia (18.88 mmol) in vacuo at -78° C. for 10 minutes, then at -23° C. for 3 hours. The volatiles were removed at room temperature by pumping and the involatile residue was treated with dry Freon 113 (20 ml) and filtered in an inert atmosphere enclosure. The filtrate, after Freon 113 removal, gave 3.82 g (86% yeild) of C3F7OCF(CF3)CF2OC(CF3)2CONH2 which was characterized by mass spectrometry. MS(70 eV) m/e (int... Run at time 3 hour. Reaction SMILES: [C:1]([O:11][C:12]([C:18]([O:21][C:22]([C:31](F)=[O:32])([C:27]([F:30])([F:29])[F:28])[C:23]([F:26])([F:25])[F:24])([F:20])[F:19])([C:14]([F:17])([F:16])[F:15])[F:13])([C:4]([C:7]([F:10])([F:9])[F:8])([F:6])[F:5])([F:3])[F:2].[NH3:34]>>[C:1]([O:11][C:12]([C:18]([O:21][C:22]([C:31]([NH2:34])=[O:32])([C:27]([F:30])([F:29])[F:28])[C:23]([F:26])([F:25])[F:24])([F:20])[F:19])([C:14]([F:17])([F:16])[F:15])[F:13])([C:4]([C:7]([F:10])([F:9])[F:8])([F:6])[F:5])([F:3])[F:2]. Yield: 85.5%. The product is C(F)(F)(C(F)(F)C(F)(F)F)OC(F)(C(F)(F)F)C(F)(F)OC(C(F)(F)F)(C(F)(F)F)C(=O)N (C3F7OCF(CF3)CF2OC(CF3)2CONH2). The reactants are acid fluoride, C(F)(F)(C(F)(F)C(F)(F)F)OC(F)(C(F)(F)F)C(F)(F)OC(C(F)(F)F)(C(F)(F)F)C(=O)F (C3F7OCF(CF3)CF2OC(CF3)2COF), N (ammonia). Starting materials: O=C(O)C(CC1CCCCC1)N1Cc2cc(Cl)c(Cl)cc2C1=O, O=C(Nc1nccs1)C(CC1CCCCC1)N1Cc2ccccc2C1=O, Cl, Nc1ncc(Br)s1. Product: O=C(Nc1ncc(Br)s1)C(CC1CCCCC1)N1Cc2cc(Cl)c(Cl)cc2C1=O. Reaction SMILES: [CH:1]1([CH2:7][CH:8]([C:9](=[O:10])[OH:11])[N:12]2[C:13](=[O:23])[c:14]3[cH:15][c:16]([Cl:22])[c:17]([Cl:21])[cH:18][c:19]3[CH2:20]2)[CH2:2][CH2:3][CH2:4][CH2:5][CH2:6]1.[CH:32]1([CH2:33][CH:34]([N:35]2[CH2:36][c:37]3[c:38]([cH:39][cH:40][cH:41][cH:42]3)[C:43]2=[O:44])[C:45]([NH:46][c:47]2[s:48][cH:49][cH:50][n:51]2)=[O:52])[CH2:53][CH2:54][CH2:55][CH2:56][CH2:57]1.[ClH:24].[NH2:25][c:26]1[s:27][c:28]([Br:31])[cH:29][n:30]1>>[CH:1]1([CH2:7][CH:8]([C:9](=[O:10])[NH:25][c:26]2[s:27][c:28]([Br:31])[cH:29][n:30]2)[N:12]2[C:13](=[O:23])[c:14]3[cH:15][c:16]([Cl:22])[c:17]([Cl:21])[cH:18][c:19]3[CH2:20]2)[CH2:2][CH2:3][CH2:4][CH2:5][CH2:6]1.